Dataset: the Open Reaction Database (ORD), a public repository of structured organic reaction records. Task: describe an organic reaction: reactants, conditions, products, and yield Product: COc1ccc(C(=O)c2c(C)n(S(=O)(=O)c3ccc(C)cc3)c3cc(OC(F)(F)F)ccc23)c(O)c1. RXN SMILES: [CH2:1]([CH:2]=[CH2:3])[O:4][c:5]1[c:6]([C:13](=[O:14])[c:15]2[c:16]([CH3:39])[n:17]([S:29](=[O:30])(=[O:31])[c:32]3[cH:33][cH:34][c:35]([CH3:38])[cH:36][cH:37]3)[c:18]3[cH:19][c:20]([O:24][C:25]([F:26])([F:27])[F:28])[cH:21][cH:22][c:23]23)[cH:7][cH:8][c:9]([O:11][CH3:12])[cH:10]1.[CH:40]([N:41]([CH:42]([CH3:43])[CH3:44])[CH2:45][CH3:46])([CH3:47])[CH3:48].[Cl:54][CH2:55][Cl:56].[O:49]=[CH:50][N:51]([CH3:52])[CH3:53].[cH:57]1[cH:58][cH:59][c:60]([P:61]([Pd:62]([P:63]([c:64]2[cH:65][cH:66][cH:67][cH:68][cH:69]2)([c:70]2[cH:71][cH:72][cH:73][cH:74][cH:75]2)[c:76]2[cH:77][cH:78][cH:79][cH:80][cH:81]2)([P:82]([c:83]2[cH:84][cH:85][cH:86][cH:87][cH:88]2)([c:89]2[cH:90][cH:91][cH:92][cH:93][cH:94]2)[c:95]2[cH:96][cH:97][cH:98][cH:99][cH:100]2)[P:101]([c:102]2[cH:103][cH:104][cH:105][cH:106][cH:107]2)([c:108]2[cH:109][cH:110][cH:111][cH:112][cH:113]2)[c:114]2[cH:115][cH:116][cH:117][cH:118][cH:119]2)([c:120]2[cH:121][cH:122][cH:123][cH:124][cH:125]2)[c:126]2[cH:127][cH:128][cH:129][cH:130][cH:131]2)[cH:132][cH:133]1>>[OH:4][c:5]1[c:6]([C:13](=[O:14])[c:15]2[c:16]([CH3:39])[n:17]([S:29](=[O:30])(=[O:31])[c:32]3[cH:33][cH:34][c:35]([CH3:38])[cH:36][cH:37]3)[c:18]3[cH:19][c:20]([O:24][C:25]([F:26])([F:27])[F:28])[cH:21][cH:22][c:23]23)[cH:7][cH:8][c:9]([O:11][CH3:12])[cH:10]1. Reactants: C=CCOc1cc(OC)ccc1C(=O)c1c(C)n(S(=O)(=O)c2ccc(C)cc2)c2cc(OC(F)(F)F)ccc12, CCN(C(C)C)C(C)C, ClCCl, CN(C)C=O, c1ccc(P(c2ccccc2)(c2ccccc2)[Pd](P(c2ccccc2)(c2ccccc2)c2ccccc2)(P(c2ccccc2)(c2ccccc2)c2ccccc2)P(c2ccccc2)(c2ccccc2)c2ccccc2)cc1.